From a dataset of the Open Reaction Database (ORD), a public repository of structured organic reaction records. describe an organic reaction: reactants, conditions, products, and yield The reactants are C(#N)C1=CC=C(CP(OCC)(OCC)=O)C=C1 (diethyl 4-cyanobenzylphosphonate), CI (methyl iodide), solution, C(CCC)[Li] (n-butyllithium). Run in O1CCCC1 (tetrahydrofuran), O1CCCC1 (tetrahydrofuran), CCCCCC (n-hexane). Reaction conditions: temperature -40 celsius, time 25 minute. Yields the product C(#N)C1=CC=C(C=C1)C(C)P(OCC)(OCC)=O (Diethyl 1-(4-cyanophenyl)ethylphosphonate). Reaction SMILES: [CH2:1]([Li])CCC.[C:6]([C:8]1[CH:22]=[CH:21][C:11]([CH2:12][P:13](=[O:20])([O:17][CH2:18][CH3:19])[O:14][CH2:15][CH3:16])=[CH:10][CH:9]=1)#[N:7].CI>CCCCCC.O1CCCC1>[C:6]([C:8]1[CH:9]=[CH:10][C:11]([CH:12]([P:13](=[O:20])([O:14][CH2:15][CH3:16])[O:17][CH2:18][CH3:19])[CH3:1])=[CH:21][CH:22]=1)#[N:7]. Procedure: 18.7 ml of a 1.6M solution of n-butyllithium in n-hexane are added dropwise with stirring at -50° C. to a solution of 7.5 g of diethyl 4-cyanobenzylphosphonate in 60 ml of tetrahydrofuran, the mixture is subsequently stirred at -40° C. for 25 minutes and 4.7 g of methyl iodide in 20 ml of tetrahydrofuran are then added dropwise at -40° C. After stirring overnight at ambient temperature, the mixture is evaporated down, the residue is taken up in ethyl acetate and washed with water, and the organi... Reactants: CN(C(=S)Cl)C (dimethylthiocarbamoyl chloride), [H-].[Na+] (sodium hydride), CN(C)C=O (DMF), C12(CC3CC(CC(C1)C3)C2)C=2C=C(C(=O)OC)C=CC2O (methyl 3-(1-adamantyl)-4-hydroxybenzoate). The solvent is O (water). Product: C12(CC3CC(CC(C1)C3)C2)C=2C=C(C(=O)OC)C=CC2OC(=S)N(C)C (methyl 3-(1-adamantyl)-4-(dimethylaminothiocarbonyloxy)benzoate). Yield: 6.0%. As a reaction SMILES: [H-].[Na+].CN(C=O)C.[C:8]12([C:18]3[CH:19]=[C:20]([CH:25]=[CH:26][C:27]=3[OH:28])[C:21]([O:23][CH3:24])=[O:22])[CH2:17][CH:12]3[CH2:13][CH:14]([CH2:16][CH:10]([CH2:11]3)[CH2:9]1)[CH2:15]2.[CH3:29][N:30]([CH3:34])[C:31](Cl)=[S:32]>O>[C:8]12([C:18]3[CH:19]=[C:20]([CH:25]=[CH:26][C:27]=3[O:28][C:31]([N:30]([CH3:34])[CH3:29])=[S:32])[C:21]([O:23][CH3:24])=[O:22])[CH2:9][CH:10]3[CH2:16][CH:14]([CH2:13][CH:12]([CH2:11]3)[CH2:17]1)[CH2:15]2 |f:0.1|. Procedure: Into a round bottom flask, there are introduced 2.4 g (0.08 mole) of sodium hydride (80% in oil) and 250 ml of DMF. Under a nitrogen current, there are slowly added 22.9 g (0.08 g mole) of methyl 3-(1-adamantyl)-4-hydroxybenzoate. The mixture is stirred until the cessation of gaseous emission. There are then added, all at once, 12.9 g (0.104 mole) of dimethylthiocarbamoyl chloride and the mixture is stirred for 16 hours at ambient temperature. The reaction medium is poured into water and extract... Starting materials: C(C)OC=1C=C(C=CC1OCC)CCN (2-(3,4-diethoxyphenyl)-ethylamine), C(C)(C)OC=1C=C(C=CC1OC(C)C)CC(=O)OCC (ethyl 3,4-diisopropoxyphenylacetate). Run in C(Cl)(Cl)Cl (chloroform). Reaction conditions: temperature 160 celsius, time 20 hour. Product: C(C)OC=1C=C(C=CC1OCC)CCNC(CC1=CC(=C(C=C1)OC(C)C)OC(C)C)=O (N-[2-(3,4-diethoxyphenyl)ethyl]-3,4-diisopropoxyphenyl acetamide). Isolated yield 74.6%. RXN SMILES: [CH2:1]([O:3][C:4]1[CH:5]=[C:6]([CH2:13][CH2:14][NH2:15])[CH:7]=[CH:8][C:9]=1[O:10][CH2:11][CH3:12])[CH3:2].[CH:16]([O:19][C:20]1[CH:21]=[C:22]([CH2:30][C:31](OCC)=[O:32])[CH:23]=[CH:24][C:25]=1[O:26][CH:27]([CH3:29])[CH3:28])([CH3:18])[CH3:17]>C(Cl)(Cl)Cl>[CH2:1]([O:3][C:4]1[CH:5]=[C:6]([CH2:13][CH2:14][NH:15][C:31](=[O:32])[CH2:30][C:22]2[CH:23]=[CH:24][C:25]([O:26][CH:27]([CH3:28])[CH3:29])=[C:20]([O:19][CH:16]([CH3:18])[CH3:17])[CH:21]=2)[CH:7]=[CH:8][C:9]=1[O:10][CH2:11][CH3:12])[CH3:2]. Reported procedure: A mixture of 2-(3,4-diethoxyphenyl)-ethylamine (40.7 g, 0.195 mole) and ethyl 3,4-diisopropoxyphenylacetate (55.7 g, 0.195 mole) was heated with stirring at 160° C. for 20 hours, allowed to cool and the resulting oil taken up in 700 ml of chloroform. The organic solution was washed 3 times with 100 ml of N hydrochloric acid and then with water to pH 7. The chloroform solution was dried over magnesium sulphate, the solvent removed under reduced pressure and purification effected by chromatography... RXN SMILES: Cl[C:2]1[C:11]2[N:10]3[N:12]=[N:13][N:14]=[C:9]3[S:8][CH2:7][C:6]=2[CH:5]=[CH:4][CH:3]=1.N1N2[C:20]3[CH:27]=[CH:26][CH:25]=[CH:24][C:21]=3CSC2=NN=1.CC1C2N3C=NN=C3SCC=2C=CC=1.CC1N2C3C=CC(C)=CC=3CSC2=NN=1.ClC1C2N3C=NN=C3SCC=2C=CC=1.CC1C2N3N=NN=C3SCC=2C=CC=1.ClC1C=CC2N3C(C)=NN=C3SC(C3C=CC=CC=3)C=2C=1.CC1N2C3C=CC=CC=3CSC2=NN=1>>[C:20]1([CH:7]2[C:6]3[CH:5]=[CH:4][CH:3]=[CH:2][C:11]=3[N:10]3[N:12]=[N:13][N:14]=[C:9]3[S:8]2)[CH:27]=[CH:26][CH:25]=[CH:24][CH:21]=1. Product: C1(=CC=CC=C1)C1SC=2N(C3=C1C=CC=C3)N=NN2 (5-phenyl-5H-tetrazolo[1,5-a][3,1]benzothiazine). Procedure: The preferred compounds are 9-chloro-5H-tetrazolo-[1,5-a][3,1]benzothiazine, 5H-tetrazolo[1,5-a][3,1]benzothiazine, 9-methyl-5-H-s-triazolo[4,3-a][3,1]benzothiazine, 1,7-dimethyl-5H-s-triazolo[4,3-a][3,1]benzothiazine, 9-chloro-5H-s-triazolo[4,3-a][3,1]benzothiazine, 9-methyl-5H-tetrazolo[1,5-a][3,1]benzothiazine, 7-chloro-1-methyl-5-phenyl-5H-s-triazolo[4,3-a][3,1]benzothiazine and 1-methyl-5H-s-triazolo[4,3-a][3,1]benzothiazine. Reactants: ClC1=CC=CC=2CSC=3N(C21)N=NN3 (9-chloro-5H-tetrazolo-[1,5-a][3,1]benzothiazine), ClC1=CC=CC=2CSC=3N(C21)C=NN3 (9-chloro-5H-s-triazolo[4,3-a][3,1]benzothiazine), CC1=NN=C2N1C1=C(CS2)C=C(C=C1)C (1,7-dimethyl-5H-s-triazolo[4,3-a][3,1]benzothiazine), CC1=NN=C2N1C1=C(CS2)C=CC=C1 (1-methyl-5H-s-triazolo[4,3-a][3,1]benzothiazine), ClC=1C=CC2=C(C(SC=3N2C(=NN3)C)C3=CC=CC=C3)C1 (7-chloro-1-methyl-5-phenyl-5H-s-triazolo[4,3-a][3,1]benzothiazine), N1=NN=C2N1C1=C(CS2)C=CC=C1 (5H-tetrazolo[1,5-a][3,1]benzothiazine), CC1=CC=CC=2CSC=3N(C21)C=NN3 (9-methyl-5-H-s-triazolo[4,3-a][3,1]benzothiazine), CC1=CC=CC=2CSC=3N(C21)N=NN3 (9-methyl-5H-tetrazolo[1,5-a][3,1]benzothiazine). Yields the product C(C1=CC=CC=C1)(=O)C1=C(C=CC(=C1)Cl)NS(=O)(=O)C1=CC=C(C=C1)NC(C)=O (N-[4-(2-Benzoyl-4-chloro-phenylsulfamoyl)-phenyl]-acetamide). The reactants are N-Aryl-benzenesulfonamides, NC1=C(C=C(C=C1)Cl)C(=O)C1=CC=CC=C1 ((2-amino-5-chloro-phenyl)-phenyl-methanone), C(C)(=O)NC1=CC=C(C=C1)S(=O)(=O)Cl (4-Acetylamino-benzenesulfonyl chloride). Reported procedure: The title compound was prepared according to the general procedure for the synthesis of N-Aryl-benzenesulfonamides previously described using 115 mg of (2-amino-5-chloro-phenyl)-phenyl-methanone and 117 mg of 4-Acetylamino-benzenesulfonyl chloride. 1H-NMR (400 MHz, CDCl3): δ 2.16 (s, 3H), 7.26 (b, 1H), 7.33 (d, 1H, J=2.4 Hz), 7.39 (m, 6H), 7.46 (dd, 1H, J=8.4 Hz, 2.4 Hz), 7.55 (m, 3H), 7.71 (d, 1H, J=8.8 Hz), 9.74 (s, 1H). MS: m/z 429.0 (M++1). Reaction SMILES: [NH2:1][C:2]1[CH:7]=[CH:6][C:5]([Cl:8])=[CH:4][C:3]=1[C:9]([C:11]1[CH:16]=[CH:15][CH:14]=[CH:13][CH:12]=1)=[O:10].[C:17]([NH:20][C:21]1[CH:26]=[CH:25][C:24]([S:27](Cl)(=[O:29])=[O:28])=[CH:23][CH:22]=1)(=[O:19])[CH3:18]>>[C:9]([C:3]1[CH:4]=[C:5]([Cl:8])[CH:6]=[CH:7][C:2]=1[NH:1][S:27]([C:24]1[CH:23]=[CH:22][C:21]([NH:20][C:17](=[O:19])[CH3:18])=[CH:26][CH:25]=1)(=[O:29])=[O:28])(=[O:10])[C:11]1[CH:12]=[CH:13][CH:14]=[CH:15][CH:16]=1. The reactants are S(=O)(Cl)Cl (Thionyl chloride), C(CCCCCCCCC=C)(=O)O (undec-10-enoic acid). Product: C(C=CCCCCCCC=C)(=O)Cl (Undecene-10-enoyl Chloride). Yield: 88.0%. RXN SMILES: S(Cl)([Cl:3])=O.[C:5]([OH:17])(=O)[CH2:6][CH2:7][CH2:8][CH2:9][CH2:10][CH2:11][CH2:12][CH2:13][CH:14]=[CH2:15]>>[C:5]([Cl:3])(=[O:17])[CH:6]=[CH:7][CH2:8][CH2:9][CH2:10][CH2:11][CH2:12][CH2:13][CH:14]=[CH2:15]. Procedure: Thionyl chloride (25.6 ml, 0.36 mole) was added to undec-10-enoic acid (62.6 grams, 0.34 mole) over a period of 45 minutes, while stirring and the resulting mixture was thereafter refluxed for 2 hours. The acyl chloride was then removed under reduced pressure (102° C./2 mm Hg), to give Compound 55 (see, Scheme 30 below) in 88% yield. The reactants are N1C=NC=C1 (imidazole), ClC=1N=C(C2=C(N1)SC=C2C)NCC2=CC(=C(C=C2)OC)Cl (2-chloro-5-methyl-4-(3-chloro-4-methoxybenzylamino)-thieno-[2,3-d]-pyrimidine). Yields the product N1(C=NC=C1)C=1N=C(C2=C(N1)SC=C2C)NCC2=CC(=C(C=C2)OC)Cl (2-(imidazol-1-yl)-5-methyl-4-(3-chloro-4-methoxybenzylamino)-thieno-[2,3-d]-pyrimidine). As a reaction SMILES: [NH:1]1[CH:5]=[CH:4][N:3]=[CH:2]1.Cl[C:7]1[N:8]=[C:9]([NH:17][CH2:18][C:19]2[CH:24]=[CH:23][C:22]([O:25][CH3:26])=[C:21]([Cl:27])[CH:20]=2)[C:10]2[C:15]([CH3:16])=[CH:14][S:13][C:11]=2[N:12]=1>>[N:1]1([C:7]2[N:8]=[C:9]([NH:17][CH2:18][C:19]3[CH:24]=[CH:23][C:22]([O:25][CH3:26])=[C:21]([Cl:27])[CH:20]=3)[C:10]3[C:15]([CH3:16])=[CH:14][S:13][C:11]=3[N:12]=2)[CH:5]=[CH:4][N:3]=[CH:2]1. Reported procedure: Following the procedure of Example 97, the reaction of imidazole with 2-chloro-5-methyl-4-(3-chloro-4-methoxybenzylamino)-thieno-[2,3-d]-pyrimidine gives 2-(imidazol-1-yl)-5-methyl-4-(3-chloro-4-methoxybenzylamino)-thieno-[2,3-d]-pyrimidine. Reactants: [N+](=O)([O-])C1=CC=C(C=C1)OC(\C=C\C=C(C1=CC(=CC=C1)F)C1=CC(=CC=C1)F)=O ((E)-5,5-bis(3-fluorophenyl)-2,4-pentadienoic acid 4-nitrophenyl ester), CC(CCCC=1C=NC=CC1)(N)C (alpha,alpha-dimethyl-3-pyridinebutanamine). The solvent is O1CCCC1 (tetrahydrofuran). Product: FC=1C=C(C=CC1)C(=C/C=C/C(=O)NC(CCCC=1C=NC=CC1)(C)C)C1=CC(=CC=C1)F ((E)-5,5-bis(3-fluorophenyl)-N-[1,1-dimethyl-4-(3-pyridinyl)butyl]-2,4-pentadienamide). RXN SMILES: [N+](C1C=CC(O[C:11](=[O:30])/[CH:12]=[CH:13]/[CH:14]=[C:15]([C:23]2[CH:28]=[CH:27][CH:26]=[C:25]([F:29])[CH:24]=2)[C:16]2[CH:21]=[CH:20][CH:19]=[C:18]([F:22])[CH:17]=2)=CC=1)([O-])=O.[CH3:31][C:32]([CH3:43])([NH2:42])[CH2:33][CH2:34][CH2:35][C:36]1[CH:37]=[N:38][CH:39]=[CH:40][CH:41]=1>O1CCCC1>[F:29][C:25]1[CH:24]=[C:23]([C:15]([C:16]2[CH:21]=[CH:20][CH:19]=[C:18]([F:22])[CH:17]=2)=[CH:14]/[CH:13]=[CH:12]/[C:11]([NH:42][C:32]([CH3:43])([CH3:31])[CH2:33][CH2:34][CH2:35][C:36]2[CH:37]=[N:38][CH:39]=[CH:40][CH:41]=2)=[O:30])[CH:28]=[CH:27][CH:26]=1. Procedure: As in Example 134, a solution of (E)-5,5-bis(3-fluorophenyl)-2,4-pentadienoic acid 4-nitrophenyl ester (1.63 g) and alpha,alpha-dimethyl-3-pyridinebutanamine (0.9 mL) in tetrahydrofuran (20 mL) was stirred for 29 hours at reflux and was then worked up in the usual manner. The crude amide was crystallized from ethyl acetate-hexane to furnish 1.6 g of (E)-5,5-bis(3-fluorophenyl)-N-[1,1-dimethyl-4-(3-pyridinyl)butyl]-2,4-pentadienamide mp 135°-136° C. Anal. Calculated for C28H28F2N2O : C, 75.32: H,... Starting materials: CCCCCC(Nc1cccc(C(=O)c2cc(CCCC(=O)OCC)c3ccccn23)c1)c1ccc(CC(C)C)cc1, C1COCCO1, CCOC(C)=O, CCO, Cl, [Na+], [OH-]. Yields the product CCCCCC(Nc1cccc(C(=O)c2cc(CCCC(=O)O)c3ccccn23)c1)c1ccc(CC(C)C)cc1. As a reaction SMILES: [CH2:1]([CH:2]([CH3:3])[CH3:4])[c:5]1[cH:6][cH:7][c:8]([CH:11]([CH2:12][CH2:13][CH2:14][CH2:15][CH3:16])[NH:17][c:18]2[cH:19][c:20]([C:21](=[O:22])[c:23]3[cH:24][c:25]([CH2:32][CH2:33][CH2:34][C:35](=[O:36])[O:37][CH2:38][CH3:39])[c:26]4[cH:27][cH:28][cH:29][cH:30][n:31]34)[cH:40][cH:41][cH:42]2)[cH:9][cH:10]1.[CH2:55]1[O:56][CH2:57][CH2:58][O:59][CH2:60]1.[CH3:45][CH2:46][O:47][C:48](=[O:49])[CH3:50].[CH3:52][CH2:53][OH:54].[ClH:51].[Na+:44].[OH-:43]>>[CH2:1]([CH:2]([CH3:3])[CH3:4])[c:5]1[cH:6][cH:7][c:8]([CH:11]([CH2:12][CH2:13][CH2:14][CH2:15][CH3:16])[NH:17][c:18]2[cH:19][c:20]([C:21](=[O:22])[c:23]3[cH:24][c:25]([CH2:32][CH2:33][CH2:34][C:35](=[O:36])[OH:37])[c:26]4[cH:27][cH:28][cH:29][cH:30][n:31]34)[cH:40][cH:41][cH:42]2)[cH:9][cH:10]1. Starting materials: Cc1nc(-c2ccccc2)cc(-c2cccc(C#N)c2)c1C(=O)NCCN1CCOCC1, O=CO. Product: Cc1nc(-c2ccccc2)cc(-c2cccc(C=O)c2)c1C(=O)NCCN1CCOCC1. As a reaction SMILES: [C:1](#[N:2])[c:3]1[cH:4][c:5](-[c:9]2[c:10]([C:22]([NH:23][CH2:24][CH2:25][N:26]3[CH2:27][CH2:28][O:29][CH2:30][CH2:31]3)=[O:32])[c:11]([CH3:21])[n:12][c:13](-[c:15]3[cH:16][cH:17][cH:18][cH:19][cH:20]3)[cH:14]2)[cH:6][cH:7][cH:8]1.[CH:33](=[O:34])[OH:35]>>[CH:1]([c:3]1[cH:4][c:5](-[c:9]2[c:10]([C:22]([NH:23][CH2:24][CH2:25][N:26]3[CH2:27][CH2:28][O:29][CH2:30][CH2:31]3)=[O:32])[c:11]([CH3:21])[n:12][c:13](-[c:15]3[cH:16][cH:17][cH:18][cH:19][cH:20]3)[cH:14]2)[cH:6][cH:7][cH:8]1)=[O:34].